Dataset: the Open Reaction Database (ORD), a public repository of structured organic reaction records. Task: describe an organic reaction: reactants, conditions, products, and yield The reactants are C1CCOC1, CN(C)C=O, CC(C)NC(C)C, N#Cc1ccc(F)cc1. Yields the product N#Cc1ccc(F)c(C=O)c1. Reaction SMILES: [CH2:22]1[O:23][CH2:24][CH2:25][CH2:26]1.[CH3:17][N:18]([CH:19]=[O:20])[CH3:21].[CH:1]([NH:2][CH:3]([CH3:4])[CH3:5])([CH3:6])[CH3:7].[F:8][c:9]1[cH:10][cH:11][c:12]([C:13]#[N:14])[cH:15][cH:16]1>>[F:8][c:9]1[c:10]([CH:19]=[O:20])[cH:11][c:12]([C:13]#[N:14])[cH:15][cH:16]1. Solvent: O1CCOCC1 (1,4-dioxane), O (water). Isolated yield 9.9%. Procedure details: A mixture of methyl 4-(1-(8-(5,6-dimethoxypyridin-2-ylamino)imidazo[1,2-b]pyridazin-6-yl)pyrrolidin-3-ylcarbamoyl)benzoate (100 mg, 0.19 mmol) and sodium hydroxide (100 mg) in 1,4-dioxane (5 mL) and water (5 mL) was stirred at 40° C. for 2 h. The residue was concentrated to ˜5 mL in vacuo and adjusted pH=2 with 1M HCl. The crude mixture was concentrated and purified by prep-HPLC (Gemini 5u C18 150×21.2 mm; inject volume: 3 mL/inj, flow rate: 20 mL/min; wavelength: 214 nm and 254 nm; gradient con... Product: COC=1C=CC(=NC1OC)NC=1C=2N(N=C(C1)N1CC(CC1)NC(=O)C1=CC=C(C(=O)O)C=C1)C=CN2 (4-(1-(8-(5,6-dimethoxypyridin-2-ylamino)imidazo[1,2-b]pyridazin-6-yl)pyrrolidin-3-ylcarbamoyl)benzoic acid). Conditions: temperature 40 celsius, time 2 hour. Reactants: COC=1C=CC(=NC1OC)NC=1C=2N(N=C(C1)N1CC(CC1)NC(=O)C1=CC=C(C(=O)OC)C=C1)C=CN2 (methyl 4-(1-(8-(5,6-dimethoxypyridin-2-ylamino)imidazo[1,2-b]pyridazin-6-yl)pyrrolidin-3-ylcarbamoyl)benzoate), [OH-].[Na+] (sodium hydroxide). As a reaction SMILES: [CH3:1][O:2][C:3]1[CH:4]=[CH:5][C:6]([NH:11][C:12]2[C:13]3[N:14]([CH:36]=[CH:37][N:38]=3)[N:15]=[C:16]([N:18]3[CH2:22][CH2:21][CH:20]([NH:23][C:24]([C:26]4[CH:35]=[CH:34][C:29]([C:30]([O:32]C)=[O:31])=[CH:28][CH:27]=4)=[O:25])[CH2:19]3)[CH:17]=2)=[N:7][C:8]=1[O:9][CH3:10].[OH-].[Na+]>O1CCOCC1.O>[CH3:1][O:2][C:3]1[CH:4]=[CH:5][C:6]([NH:11][C:12]2[C:13]3[N:14]([CH:36]=[CH:37][N:38]=3)[N:15]=[C:16]([N:18]3[CH2:22][CH2:21][CH:20]([NH:23][C:24]([C:26]4[CH:35]=[CH:34][C:29]([C:30]([OH:32])=[O:31])=[CH:28][CH:27]=4)=[O:25])[CH2:19]3)[CH:17]=2)=[N:7][C:8]=1[O:9][CH3:10] |f:1.2|. Isolated yield 49.3%. Procedure: A suspension of 1-(5-amino-1-methyl-3-phenyl-pyrazol-4-yl)ethanone (241 mg, 1.12 mmol) in cHCl (6.7 mL) and water (1 mL) was cooled to −5° C. A solution of sodium nitrite (155 mg, 2.24 mmol) in water (0.6 mL) was added and the reaction mixture was stirred at −5° C. for 20 min, then at room temperature for 10 min, then at 65° C. for 30 min and finally cooled to room temperature. The reaction mixture was filtered and the solid was washed with cHCl (2 mL), suspended in MeOH/CH2Cl2 (9:1), filtered a... RXN SMILES: [NH2:1][C:2]1[N:6]([CH3:7])[N:5]=[C:4]([C:8]2[CH:13]=[CH:12][CH:11]=[CH:10][CH:9]=2)[C:3]=1[C:14](=[O:16])[CH3:15].[N:17]([O-])=O.[Na+]>[CH]Cl.O>[CH3:7][N:6]1[C:2]2[N:1]=[N:17][CH:15]=[C:14]([OH:16])[C:3]=2[C:4]([C:8]2[CH:13]=[CH:12][CH:11]=[CH:10][CH:9]=2)=[N:5]1 |f:1.2,^3:20|. Conditions: temperature -5 celsius, time 20 minute. Yields the product CN1N=C(C2=C1N=NC=C2O)C2=CC=CC=C2 (1-methyl-3-phenyl-pyrazolo[3,4-c]pyridazin-4-ol). Reactants: N(=O)[O-].[Na+] (sodium nitrite), NC1=C(C(=NN1C)C1=CC=CC=C1)C(C)=O (1-(5-amino-1-methyl-3-phenyl-pyrazol-4-yl)ethanone). The solvent is O (water), [CH]Cl (cHCl), O (water). Reactants: CCO, COc1ccccc1S(=O)c1cccc([N+](=O)[O-])c1, [Cl-], [Fe], [NH4+], O. The product is COc1ccccc1S(=O)c1cccc(N)c1. Reaction SMILES: [CH2:22]([OH:23])[CH3:24].[CH3:1][O:2][c:3]1[c:4]([S:9](=[O:10])[c:11]2[cH:12][c:13]([N+:17]([O-:18])=[O:19])[cH:14][cH:15][cH:16]2)[cH:5][cH:6][cH:7][cH:8]1.[Cl-:20].[Fe:26].[NH4+:21].[OH2:25]>>[CH3:1][O:2][c:3]1[c:4]([S:9](=[O:10])[c:11]2[cH:12][c:13]([NH2:17])[cH:14][cH:15][cH:16]2)[cH:5][cH:6][cH:7][cH:8]1. Reactants: BrB(Br)Br, COc1ccc(-n2nnnc2-c2cc(Br)cnc2N)c(F)c1F, CCCCC, ClCCl. Product: Nc1ncc(Br)cc1-c1nnnn1-c1ccc(O)c(F)c1F. Reaction SMILES: [B:24]([Br:25])([Br:26])[Br:27].[Br:1][c:2]1[cH:3][c:4](-[c:9]2[n:10][n:11][n:12][n:13]2-[c:14]2[c:15]([F:23])[c:16]([F:22])[c:17]([O:20][CH3:21])[cH:18][cH:19]2)[c:5]([NH2:8])[n:6][cH:7]1.[CH3:28][CH2:29][CH2:30][CH2:31][CH3:32].[Cl:33][CH2:34][Cl:35]>>[Br:1][c:2]1[cH:3][c:4](-[c:9]2[n:10][n:11][n:12][n:13]2-[c:14]2[c:15]([F:23])[c:16]([F:22])[c:17]([OH:20])[cH:18][cH:19]2)[c:5]([NH2:8])[n:6][cH:7]1. Starting materials: NC1=C(C=C(OC2CCC3=C(NC2=O)C=CC=C3)C=C1)OCC1=CC=CC=C1 (3-(4-amino-3-benzyloxyphenoxy)-1,3,4,5-tetrahydrobenzo[b]azepin-2-one), C(C=O)(=O)OCC (ethyl glyoxylate), [BH3-]C#N.[Na+] (NaCNBH3). Run in CCO.CC(=O)O (EtOH HOAc), C1CCOC1 (THF). Run at time 5 hour. Product: C(C)OC(CNC1=C(C=C(C=C1)OC1CC=C2C(NC1=O)=CC=CC2)OCC2=CC=CC=C2)=O ([2-Benzyloxy-4-(2-oxo-2,3,4,6-tetrahydro-1H-benzo[b]azepin-3-yloxy)-phenylamino]-acetic Acid Ethyl Ester). Reaction SMILES: [NH2:1][C:2]1[CH:20]=[CH:19][C:5]([O:6][CH:7]2[C:13](=[O:14])[NH:12][C:11]3[CH:15]=[CH:16][CH:17]=[CH:18][C:10]=3[CH2:9][CH2:8]2)=[CH:4][C:3]=1[O:21][CH2:22][C:23]1[CH:28]=[CH:27][CH:26]=[CH:25][CH:24]=1.[C:29]([O:33][CH2:34][CH3:35])(=[O:32])[CH:30]=O.[BH3-]C#N.[Na+]>C1COCC1.CCO.CC(O)=O>[CH2:34]([O:33][C:29](=[O:32])[CH2:30][NH:1][C:2]1[CH:20]=[CH:19][C:5]([O:6][CH:7]2[C:13](=[O:14])[NH:12][C:11]3=[CH:15][CH:16]=[CH:17][CH2:18][C:10]3=[CH:9][CH2:8]2)=[CH:4][C:3]=1[O:21][CH2:22][C:23]1[CH:28]=[CH:27][CH:26]=[CH:25][CH:24]=1)[CH3:35] |f:2.3,5.6|. Procedure details: A mixture of 3-(4-amino-3-benzyloxyphenoxy)-1,3,4,5-tetrahydrobenzo[b]azepin-2-one (7.4 mmol) and ethyl glyoxylate (1.44 mL, 7.4 mmol) in THF (5 mL) is stirred at RT for 5 h. The mixture is diluted with 38 mL of EtOH/HOAc (9:1) then NaCNBH3 (0.91 g, 14 mmol) is added and stirring is continued for 18 h. The solvent is removed under reduced pressure and the residue triturated with water. The solid is purified by column chromatography using a gradient of 33-50% EtOAc/hexane as eluent to give the ti... The reactants are C[Zn]C (dimethylzinc), P(=O)(OC1=CC=CC=C1)(OC1=CC=CC=C1)OC1=CC=CC=C1 (triphenyl phosphate), S(O)(O)(=O)=O (sulfuric acid), C(C)(=O)OC(C)=O (acetic anhydride), C1(C=CCCCCCCCCCCCC1)=O (2-cyclopentadecenone). The reagents and catalysts are C(F)(F)(F)S(=O)(=O)[O-].C(F)(F)(F)S(=O)(=O)[O-].[Cu+2] (Cu(OTf)2). The solvent is C1(=CC=CC=C1)C (toluene), C1(=CC=CC=C1)C (toluene). Conditions: temperature 25 celsius, time 20 minute. The product is C(C)(=O)OC1=CC(CCCCCCCCCCCC1)C (3-methycyclopentadecene-1-yl acetate). Isolated yield 92.0%. As a reaction SMILES: P(OC1C=CC=CC=1)(OC1C=CC=CC=1)(OC1C=CC=CC=1)=O.C[Zn]C.[C:27]([O:30][C:31](=[O:33])[CH3:32])(=O)[CH3:28].[C:34]1(=O)[CH2:48][CH2:47]C[CH2:45][CH2:44][CH2:43][CH2:42][CH2:41][CH2:40][CH2:39][CH2:38][CH2:37][CH:36]=[CH:35]1.S(=O)(=O)(O)O>C(S([O-])(=O)=O)(F)(F)F.C(S([O-])(=O)=O)(F)(F)F.[Cu+2].C1(C)C=CC=CC=1>[C:31]([O:30][C:27]1[CH2:47][CH2:48][CH2:34][CH2:35][CH2:36][CH2:37][CH2:38][CH2:39][CH2:40][CH2:41][CH2:42][CH2:43][CH:44]([CH3:45])[CH:28]=1)(=[O:33])[CH3:32] |f:5.6.7|. Reported procedure: Placed in a 2000-mL flask equipped with a stirrer, dropping funnel and thermometer were 54.3 mg (0.15 mmol) of Cu(OTf)2, 25 g of toluene and 93.1 mg (0.30 mmol) of triphenyl phosphate, and the inner atmosphere was replaced with nitrogen. After replacement with nitrogen, the mixture was stirred at 25° C. for 20 min. Then, 9 mL (18 mmol) of a toluene solution (2.0 mmol/L) of dimethylzinc was added to the mixture at 25° C., followed by further stirring for 10 min. The mixture was then cooled to −17... Reactants: C(C)(C)(C)OC(=O)N1C=CC2=CC(=CC=C12)C#CCCCO (5-(5-Hydroxy-pent-1-ynyl)-indole-1-carboxylic acid tert-butyl ester), 10. Reagents/catalysts: [Pd] (Pd/C). The solvent is CO (MeOH). Product: C(C)(C)(C)OC(=O)N1C=CC2=CC(=CC=C12)CCCCCO (5-(5-Hydroxy-pentyl)-indole-1-carboxylic acid tert-butyl ester). The yield is 97.1%. As a reaction SMILES: [C:1]([O:5][C:6]([N:8]1[C:16]2[C:11](=[CH:12][C:13]([C:17]#[C:18][CH2:19][CH2:20][CH2:21][OH:22])=[CH:14][CH:15]=2)[CH:10]=[CH:9]1)=[O:7])([CH3:4])([CH3:3])[CH3:2]>CO.[Pd]>[C:1]([O:5][C:6]([N:8]1[C:16]2[C:11](=[CH:12][C:13]([CH2:17][CH2:18][CH2:19][CH2:20][CH2:21][OH:22])=[CH:14][CH:15]=2)[CH:10]=[CH:9]1)=[O:7])([CH3:4])([CH3:3])[CH3:2]. Reported procedure: 2.85 g (9.5 mmol) 5-(5-Hydroxy-pent-1-ynyl)-indole-1-carboxylic acid tert-butyl ester in 100 ml MeOH were subjected to hydrogenation with 300 mg 10%Pd/C to yield 2.8 g 5-(5-Hydroxy-pentyl)-indole-1-carboxylic acid tert-butyl ester as colorless oil, MS: 303 (M). To the crude material in 60 ml CH2Cl2, 0.87 ml (11 mmol) methanesulfonyl chloride and 3.8 ml (27 mmol) triethyl amine were added at 0° C. The solution was stirred at RT for 1 h. The reactants are C(C1=CC=CC=C1)(=O)Cl (Benzoyl chloride), NC=1C=CC(=CC1O)C (6-amino-m-cresol). The solvent is N1=CC=CC=C1 (pyridine), petroleum ether. The product is CC1=CC2=C(N=C(O2)C2=CC=CC=C2)C=C1 (6-methyl-2-phenylbenzoxazole). RXN SMILES: [C:1](Cl)(=[O:8])[C:2]1[CH:7]=[CH:6][CH:5]=[CH:4][CH:3]=1.[NH2:10][C:11]1[CH:12]=[CH:13][C:14]([CH3:18])=[CH:15][C:16]=1O>N1C=CC=CC=1>[CH3:18][C:14]1[CH:13]=[CH:12][C:11]2[N:10]=[C:1]([C:2]3[CH:7]=[CH:6][CH:5]=[CH:4][CH:3]=3)[O:8][C:16]=2[CH:15]=1. Reported procedure: Benzoyl chloride (79 ml) was slowly added to a stirred suspension of 6-amino-m-cresol (83 gm) in pyridine (600 ml). The temperature was kept below 5°C. The solution was heated under reflux for 2 hr., then was evaporated to dryness to give an oil. This oil was extracted with aqueous 2N sodium hydroxide solution. The aqueous layer was made acid with concentrated hydrochloric acid. The solid, N-(2'-hydroxy-4'-methylbenzanilide), m.p. 170°C, was filtered off. This product was heated until no more wa...